Dataset: the Open Reaction Database (ORD), a public repository of structured organic reaction records. Task: describe an organic reaction: reactants, conditions, products, and yield Starting materials: OC1=CC=C(C=CC(=O)O)C=C1 (4-Hydroxy cinnamic acid), C1(=CC=CC=C1)C (toluene), C(CCCCCCCCCCCCCCC)O (1-hexadecanol), C1(=CC=C(C=C1)S(=O)(=O)O)C (p-toluenesulfonic acid). Solvent: O (water). The product is C(CCCCCCCCCCCCCCC)OC(C=CC1=CC=C(C=C1)O)=O (3-(4-hydroxy-phenyl)-acrylic acid hexadecyl ester). Isolated yield 21.3%. Reaction SMILES: [OH:1][C:2]1[CH:12]=[CH:11][C:5]([CH:6]=[CH:7][C:8]([OH:10])=[O:9])=[CH:4][CH:3]=1.[CH2:13](O)[CH2:14][CH2:15][CH2:16][CH2:17][CH2:18][CH2:19][CH2:20][CH2:21][CH2:22][CH2:23][CH2:24][CH2:25][CH2:26][CH2:27][CH3:28].C1(C)C=CC(S(O)(=O)=O)=CC=1.C1(C)C=CC=CC=1>O>[CH2:28]([O:9][C:8](=[O:10])[CH:7]=[CH:6][C:5]1[CH:4]=[CH:3][C:2]([OH:1])=[CH:12][CH:11]=1)[CH2:27][CH2:26][CH2:25][CH2:24][CH2:23][CH2:22][CH2:21][CH2:20][CH2:19][CH2:18][CH2:17][CH2:16][CH2:15][CH2:14][CH3:13]. Procedure: 4-Hydroxy cinnamic acid (10 g, 61 mmol) was combined with 1-hexadecanol (14.0 g, 58 mmol), p-toluenesulfonic acid (1.2 g, 6.3 mmol) and 100 ml toluene and heated to 140° C. for 24 h with continual removal of water using a Dean-Stark distillation apparatus. The mixture was cooled to room temperature and 50 ml ethyl acetate added. The solution was washed with water, 5% sodium hydrogen carbonate, brine and then dried over magnesium sulfate. The product was recrystallized from ethyl acetate to give ... Run in C(Cl)Cl (CH2Cl2). Run at time 12 hour. Procedure: To a solution of 0.45 g (0.87 mmol) 2-methanesulfonyl-5-phenyl-pyrimidine-4-carboxylic acid (3,5-bis-trifluoromethyl-benzyl)-methyl-amide in 15 ml methanol 0.123 g (2.17 mmol) sodiummethanolate (95%) were added at RT and the reaction solution stirred for 12 hrs. The reaction mixture was distibuted between 100 ml H2O and 100 ml CH2Cl2. The aqueous layer was extracted three times with 50 ml CH2Cl2, the combined organic layers dried (MgSO4), filtered and evaporated. The residue was purified by chro... The product is FC(C=1C=C(CN(C(=O)C2=NC(=NC=C2C2=CC=CC=C2)OC)C)C=C(C1)C(F)(F)F)(F)F (2-methoxy-5-phenyl-pyrimidine-4-carboxylic acid (3,5-bis-trifluoromethyl-benzyl)-methyl-amide). Reactants: FC(C=1C=C(CN(C(=O)C2=NC(=NC=C2C2=CC=CC=C2)S(=O)(=O)C)C)C=C(C1)C(F)(F)F)(F)F (2-methanesulfonyl-5-phenyl-pyrimidine-4-carboxylic acid (3,5-bis-trifluoromethyl-benzyl)-methyl-amide), CO (methanol), O (H2O). RXN SMILES: [F:1][C:2]([F:35])([F:34])[C:3]1[CH:4]=[C:5]([CH:27]=[C:28]([C:30]([F:33])([F:32])[F:31])[CH:29]=1)[CH2:6][N:7]([CH3:26])[C:8]([C:10]1[C:15]([C:16]2[CH:21]=[CH:20][CH:19]=[CH:18][CH:17]=2)=[CH:14][N:13]=[C:12](S(C)(=O)=O)[N:11]=1)=[O:9].[CH3:36][OH:37].O>C(Cl)Cl>[F:1][C:2]([F:35])([F:34])[C:3]1[CH:4]=[C:5]([CH:27]=[C:28]([C:30]([F:33])([F:32])[F:31])[CH:29]=1)[CH2:6][N:7]([CH3:26])[C:8]([C:10]1[C:15]([C:16]2[CH:21]=[CH:20][CH:19]=[CH:18][CH:17]=2)=[CH:14][N:13]=[C:12]([O:37][CH3:36])[N:11]=1)=[O:9]. Yield: 73.5%. Reactants: OC=1C=C(C=CC1)C(C)=O (3'-hydroxyacetophenone), CC(C)=C (isobutylene), OS(=O)(=O)O (H2SO4). Solvent: ClCCl (dichloromethane). Reaction conditions: time 3 day. The product is C(C)(C)(C)OC=1C=C(C=CC1)C(C)=O (3'-tert-butoxyacetophenone). As a reaction SMILES: [OH:1][C:2]1[CH:3]=[C:4]([C:8](=[O:10])[CH3:9])[CH:5]=[CH:6][CH:7]=1.[CH3:11][C:12](=[CH2:14])[CH3:13].OS(O)(=O)=O>ClCCl>[C:12]([O:1][C:2]1[CH:3]=[C:4]([C:8](=[O:10])[CH3:9])[CH:5]=[CH:6][CH:7]=1)([CH3:14])([CH3:13])[CH3:11]. Reported procedure: A mixture of 3'-hydroxyacetophenone (22.64 g), isobutylene (300 mL) and concentrated H2SO4 (1 mL) in dry dichloromethane (310 mL) was stirred in a sealed pressure vessel at room temperature for 3 days. After the reaction vessel was vented, the organic phase was washed (10% NaOH, water and brine), dried and evaporated to an oil (25.95 g) which was purified by chromatography, eluting with dichloromethane:ethyl acetate, to give 3'-tert-butoxyacetophenone (22.62 g); TLC: Rf =0.55, ethyl acetate:dich... The reactants are C1(=CC=CC=C1)CCNC1=C(C=CC=C1)[N+](=O)[O-] (N-(2-Phenylethyl)-2-nitroaniline). The reagents and catalysts are [Pd] (Pd/C). The solvent is CO (MeOH). Run at time 18 hour. Yields the product C1(=CC=CC=C1)CCNC1=C(C=CC=C1)N (N-(2-Phenylethyl)-2-aminoaniline). As a reaction SMILES: [C:1]1([CH2:7][CH2:8][NH:9][C:10]2[CH:15]=[CH:14][CH:13]=[CH:12][C:11]=2[N+:16]([O-])=O)[CH:6]=[CH:5][CH:4]=[CH:3][CH:2]=1>CO.[Pd]>[C:1]1([CH2:7][CH2:8][NH:9][C:10]2[CH:15]=[CH:14][CH:13]=[CH:12][C:11]=2[NH2:16])[CH:2]=[CH:3][CH:4]=[CH:5][CH:6]=1. Procedure: N-(2-Phenylethyl)-2-nitroaniline (3.0 g, 12.4 mmol) was dissolved in MeOH (60 mL), and 10% Pd/C (300mg) was added. The mixture was hydrogenated at 1 atm for 18 hrs at room temperature, filtered over a celite pad and concentrated to an oil. The resulting oil was applied to a column prepacked with silica. The title compound was eluted from the column with EtOAc/Hexanes (1:3, v:v). Starting materials: CCOC(=O)C(=Cc1ccccc1)C(=O)OCC, C1CCOC1, c1cc2cc[nH]c2cn1. Product: CCOC(=O)C(C(=O)OCC)C(c1ccccc1)c1c[nH]c2cnccc12. As a reaction SMILES: [CH2:10]([CH3:11])[O:12][C:13]([C:14]([C:15](=[O:16])[O:17][CH2:18][CH3:19])=[CH:20][c:21]1[cH:22][cH:23][cH:24][cH:25][cH:26]1)=[O:27].[CH2:28]1[O:29][CH2:30][CH2:31][CH2:32]1.[nH:1]1[cH:2][cH:3][c:4]2[c:5]1[cH:6][n:7][cH:8][cH:9]2>>[nH:1]1[cH:2][c:3]([CH:20]([CH:14]([C:13]([O:12][CH2:10][CH3:11])=[O:27])[C:15](=[O:16])[O:17][CH2:18][CH3:19])[c:21]2[cH:22][cH:23][cH:24][cH:25][cH:26]2)[c:4]2[c:5]1[cH:6][n:7][cH:8][cH:9]2. Starting materials: CCCOc1ccccc1C(=O)O, ClCCl, O=S(=O)(O)Cl, [Na+], [OH-], O, O=S(Cl)Cl. Product: CCCOc1ccc(S(=O)(=O)Cl)cc1C(=O)O. RXN SMILES: [CH2:12]([CH2:13][CH3:14])[O:15][c:16]1[c:17]([C:18](=[O:19])[OH:20])[cH:21][cH:22][cH:23][cH:24]1.[Cl:25][CH2:26][Cl:27].[Cl:7][S:8](=[O:9])(=[O:10])[OH:11].[Na+:2].[OH-:1].[OH2:28].[S:3]([Cl:4])([Cl:5])=[O:6]>>[Cl:7][S:8](=[O:9])(=[O:11])[c:22]1[cH:21][c:17]([C:18](=[O:19])[OH:20])[c:16]([O:15][CH2:12][CH2:13][CH3:14])[cH:24][cH:23]1. The reactants are CC(C=O)CC(CC1=CC=CC=C1)C (2,4-dimethyl-5-phenylpentanal), O (Water), C(C)(=O)O (acetic acid), [BH4-].[Na+] (NaBH4). Run in C(C)(C)(C)OC (methyl t-butyl ether), CO (methanol), CO (methanol). Reaction conditions: temperature 20 celsius. Yields the product CC(CO)CC(CC1=CC=CC=C1)C (2,4-dimethyl-5-phenylpentan-1-ol). Yield: 99.8%. RXN SMILES: [CH3:1][CH:2]([CH2:5][CH:6]([CH3:14])[CH2:7][C:8]1[CH:13]=[CH:12][CH:11]=[CH:10][CH:9]=1)[CH:3]=[O:4].C(O)(=O)C.[BH4-].[Na+].O>CO.C(OC)(C)(C)C>[CH3:1][CH:2]([CH2:5][CH:6]([CH3:14])[CH2:7][C:8]1[CH:9]=[CH:10][CH:11]=[CH:12][CH:13]=1)[CH2:3][OH:4] |f:2.3|. Reported procedure: Into a one liter flask equipped with a mechanical air stirrer, temperature probe, nitrogen inlet, autojack, and cooling bath was placed 50 mL methanol, 2,4-dimethyl-5-phenylpentanal (50.0 g, 0.26 mol), and acetic acid (11.0 g, 0.18 mol). To the stirred solution was added NaBH4 (70 g, 0.18 mol) in 50 mL of methanol over a period of two hours while maintaining the reaction temperature at 20° C. Water was then added until the all materials went into solution and 200 mL methyl t-butyl ether was then... The reactants are C1(CCCC1)C1C2=C(B(O1)O)C=C(C=C2)NC(C2=C(C=CC=C2)C(F)(F)F)=O (N-(3-cyclopentyl-1-hydroxy-1,3-dihydro-benzo[c][1,2]oxaborol-6-yl)-2-trifluoromethyl-benzamide), FC1=CC=C(C(=O)Cl)C=C1 (4-fluorobenzoyl chloride), C(C(C)C)[Mg]Br (isobutyl magnesium bromide). Product: FC1=CC=C(C(=O)NC=2C=CC3=C(B(OC3CC(C)C)O)C2)C=C1 (4-Fluoro-N-(1-hydroxy-3-isobutyl-1,3-dihydro-benzo[c][1,2]oxaborol-6-yl)-benzamide). Reaction SMILES: [CH:1]1([CH:6]2[O:10][B:9]([OH:11])[C:8]3[CH:12]=[C:13]([NH:16]C(=O)C4C=CC=CC=4C(F)(F)F)[CH:14]=[CH:15][C:7]2=3)[CH2:5][CH2:4]CC1.[F:29][C:30]1[CH:38]=[CH:37][C:33]([C:34](Cl)=[O:35])=[CH:32][CH:31]=1.[CH2:39]([Mg]Br)C(C)C>>[F:29][C:30]1[CH:38]=[CH:37][C:33]([C:34]([NH:16][C:13]2[CH:14]=[CH:15][C:7]3[CH:6]([CH2:1][CH:5]([CH3:4])[CH3:39])[O:10][B:9]([OH:11])[C:8]=3[CH:12]=2)=[O:35])=[CH:32][CH:31]=1. Reported procedure: The title compound was prepared using a procedure similar to that of N-(3-cyclopentyl-1-hydroxy-1,3-dihydro-benzo[c][1,2]oxaborol-6-yl)-2-trifluoromethyl-benzamide with 4-fluorobenzoyl chloride replacing 2-trifluoromethylbenzoyl chloride, and with isobutyl magnesium bromide replacing cyclopentyl magnesium bromide. Data: LCMS (M/Z): 328 (M+H); 1H NMR (DMSO-d6) δ: 10.25 (s, 1H), 9.11 (s, 1H), 8.07 (d, J=1.9 Hz, 1H), 7.98-8.04 (m, 2H), 7.71 (dd, J=8.2, 2.0 Hz, 1H), 7.29-7.37 (m, 3H), 5.11 (dd, J=9.... Starting materials: CC(C)c1ccc(Br)cc1C=O, [Li]CCCC, Brc1ccc2c(c1)N(Cc1ccccc1)CCO2, C1CCOC1. The product is CC(C)c1ccc(Br)cc1C(O)c1ccc2c(c1)N(Cc1ccccc1)CCO2. RXN SMILES: [Br:24][c:25]1[cH:26][cH:27][c:28]([CH:33]([CH3:34])[CH3:35])[c:29]([CH:30]=[O:31])[cH:32]1.[CH2:19]([Li:20])[CH2:21][CH2:22][CH3:23].[CH2:1]([c:2]1[cH:3][cH:4][cH:5][cH:6][cH:7]1)[N:8]1[CH2:9][CH2:10][O:11][c:12]2[c:13]1[cH:14][c:15]([Br:18])[cH:16][cH:17]2.[CH2:36]1[O:37][CH2:38][CH2:39][CH2:40]1>>[CH2:1]([c:2]1[cH:3][cH:4][cH:5][cH:6][cH:7]1)[N:8]1[CH2:9][CH2:10][O:11][c:12]2[c:13]1[cH:14][c:15]([CH:30]([c:29]1[c:28]([CH:33]([CH3:34])[CH3:35])[cH:27][cH:26][c:25]([Br:24])[cH:32]1)[OH:31])[cH:16][cH:17]2. Starting materials: CC12COC(CCOCc3ccccc3)(OC1)OC2, [Cl-], N, [NH4+], [Na], C1CCOC1. Product: CC12COC(CCO)(OC1)OC2. RXN SMILES: [CH2:2]([c:3]1[cH:4][cH:5][cH:6][cH:7][cH:8]1)[O:9][CH2:10][CH2:11][C:12]12[O:13][CH2:14][C:15]([CH3:20])([CH2:16][O:17]1)[CH2:18][O:19]2.[Cl-:22].[NH3:1].[NH4+:23].[Na:21].[O:24]1[CH2:25][CH2:26][CH2:27][CH2:28]1>>[OH:9][CH2:10][CH2:11][C:12]12[O:13][CH2:14][C:15]([CH3:20])([CH2:16][O:17]1)[CH2:18][O:19]2.